From a dataset of the Open Reaction Database (ORD), a public repository of structured organic reaction records. describe an organic reaction: reactants, conditions, products, and yield RXN SMILES: [Br:33][c:34]1[cH:35][cH:36][cH:37][cH:38][cH:39]1.[CH2:1]([c:2]1[cH:3][cH:4][cH:5][cH:6][cH:7]1)[O:8][CH2:9][CH2:10][CH:11]([C:12](=[O:13])[c:14]1[cH:15][cH:16][c:17]([O:20][CH2:21][CH2:22][N:23]([CH3:24])[CH3:25])[cH:18][cH:19]1)[c:26]1[cH:27][cH:28][c:29]([Cl:32])[cH:30][cH:31]1.[Cl-:40].[NH4+:41].[O:42]1[CH2:43][CH2:44][CH2:45][CH2:46]1>>[CH2:1]([c:2]1[cH:3][cH:4][cH:5][cH:6][cH:7]1)[O:8][CH2:9][CH2:10][CH:11]([C:12]([OH:13])([c:14]1[cH:15][cH:16][c:17]([O:20][CH2:21][CH2:22][N:23]([CH3:24])[CH3:25])[cH:18][cH:19]1)[c:34]1[cH:35][cH:36][cH:37][cH:38][cH:39]1)[c:26]1[cH:27][cH:28][c:29]([Cl:32])[cH:30][cH:31]1. Reactants: Brc1ccccc1, CN(C)CCOc1ccc(C(=O)C(CCOCc2ccccc2)c2ccc(Cl)cc2)cc1, [Cl-], [NH4+], C1CCOC1. The product is CN(C)CCOc1ccc(C(O)(c2ccccc2)C(CCOCc2ccccc2)c2ccc(Cl)cc2)cc1. Starting materials: NC=1C=C(C=CC1)O (m-aminophenol), [H-].[Na+] (sodium hydride), ClCCN1CCOCC1 (N-(2-chloroethyl)morpholine). Solvent: CN(C=O)C (N,N-dimethylformamide). Conditions: time 1 hour. Yields the product N1(CCOCC1)CCOC=1C=C(C=CC1)N (3-[2-(4-Morpholinyl)ethoxy]-benzenamine). Reaction SMILES: [NH2:1][C:2]1[CH:3]=[C:4]([OH:8])[CH:5]=[CH:6][CH:7]=1.[H-].[Na+].Cl[CH2:12][CH2:13][N:14]1[CH2:19][CH2:18][O:17][CH2:16][CH2:15]1>CN(C)C=O>[N:14]1([CH2:13][CH2:12][O:8][C:4]2[CH:3]=[C:2]([NH2:1])[CH:7]=[CH:6][CH:5]=2)[CH2:19][CH2:18][O:17][CH2:16][CH2:15]1 |f:1.2|. Procedure: To 36.01 g. of m-aminophenol dissolved in 325 ml. of N,N-dimethylformamide, 16.3 g. of 50% sodium hydride in oil was added. The reaction was stirred for 1 hour, until the effervescence stopped; then 57 g. of N-(2-chloroethyl)morpholine, from above, was added. After stirring overnight, the mixture was heated on a steam bath for 1/2 hr., then concentrated under vacuum. The residue was taken up in 300 ml. of 2N hydrochloric acid and washed twice with ether. After basifying with 10N sodium hydroxide... Reactants: [BH4-].[Na+] (sodium borohydride), B(F)(F)F.CCOCC (borontrifluoride etherate), C1(=CC=C(C=C1)S(=O)(=O)N1[C@@H](C(=O)O)CC(C1)O)C (1-(4-toluenesulfonyl)-4-hydroxy-D-proline). Solvent: C1CCOC1 (THF). Run at time 16 hour. The product is OC[C@H]1N(C[C@H](C1)O)S(=O)(=O)C1=CC=C(C=C1)C ((2S, 4S)-2-Hydroxymethyl-4-hydroxy-1-(4-toluenesulfonyl) pyrrolidine). Yield: 68.7%. RXN SMILES: [BH4-].[Na+].B(F)(F)F.CCOCC.[C:12]1([CH3:30])[CH:17]=[CH:16][C:15]([S:18]([N:21]2[CH2:28][CH:27]([OH:29])[CH2:26][C@@H:22]2[C:23](O)=[O:24])(=[O:20])=[O:19])=[CH:14][CH:13]=1>C1COCC1>[OH:24][CH2:23][C@@H:22]1[CH2:26][C@H:27]([OH:29])[CH2:28][N:21]1[S:18]([C:15]1[CH:16]=[CH:17][C:12]([CH3:30])=[CH:13][CH:14]=1)(=[O:20])=[O:19] |f:0.1,2.3|. Procedure details: 4.14 g (109.5 mmol) of sodium borohydride was suspended in 150 ml of THF at 0° C. and 17.6 ml (142.2 mmol) of borontrifluoride etherate was added dropwise over a period of 10 minutes. 15.6 g (54.7 mmol) of 1-(4-toluenesulfonyl)-4-hydroxy-D-proline was added in portions and the mixture was allowed to stir at room temperature for 16 hours. The reaction was then cooled to 0° C. and quenched with methanol: 10% aqueous HC1 solution was then added and the mixture was gently heated to 60° C. for 1 hour... Starting materials: O=C([O-])O, CCCC(CCC)N(CCc1ccc(F)cc1Br)C(=O)OC, CN(C)c1ccncc1, ClCCl, O=S(=O)(OS(=O)(=O)C(F)(F)F)C(F)(F)F, [Na+]. Product: CCCC(CCC)N1CCc2c(Br)cc(F)cc2C1=O. Reaction SMILES: [C:38](=[O:39])([O-:40])[OH:41].[CH3:1][O:2][C:3]([N:4]([CH:5]([CH2:6][CH2:7][CH3:8])[CH2:9][CH2:10][CH3:11])[CH2:12][CH2:13][c:14]1[c:15]([Br:21])[cH:16][c:17]([F:20])[cH:18][cH:19]1)=[O:22].[CH3:46][N:47]([CH3:48])[c:49]1[cH:50][cH:51][n:52][cH:53][cH:54]1.[Cl:43][CH2:44][Cl:45].[F:23][C:24]([S:25]([O:26][S:27]([C:28]([F:29])([F:30])[F:31])(=[O:32])=[O:33])(=[O:34])=[O:35])([F:36])[F:37].[Na+:42]>>[O:2]=[C:3]1[N:4]([CH:5]([CH2:6][CH2:7][CH3:8])[CH2:9][CH2:10][CH3:11])[CH2:12][CH2:13][c:14]2[c:15]([Br:21])[cH:16][c:17]([F:20])[cH:18][c:19]21. Reactants: COc1ccc(C(=O)OC(C(=O)O)(C(=O)c2ccc(OC)cc2)C(O)C(=O)O)cc1, O=C([O-])[O-], COc1ccc(-n2cnnn2)cc1C(=O)Cl, CC(C)=O, [K+], [K+], O, OCCC1(c2ccccc2)CCNC1. The product is COc1ccc(-n2cnnn2)cc1C(=O)N1CCC(CCO)(c2ccccc2)C1. Reaction SMILES: [C:1]([O:2][C:3]([C:4](=[O:5])[c:6]1[cH:7][cH:8][c:9]([O:10][CH3:11])[cH:12][cH:13]1)([CH:14]([C:15]([OH:16])=[O:17])[OH:18])[C:19]([OH:20])=[O:21])(=[O:22])[c:23]1[cH:24][cH:25][c:26]([O:27][CH3:28])[cH:29][cH:30]1.[C:46](=[O:47])([O-:48])[O-:49].[CH3:52][O:53][c:54]1[c:55]([C:56](=[O:57])[Cl:58])[cH:59][c:60](-[n:63]2[n:64][n:65][n:66][cH:67]2)[cH:61][cH:62]1.[CH3:68][C:69](=[O:70])[CH3:71].[K+:50].[K+:51].[OH2:45].[c:31]1([C:37]2([CH2:42][CH2:43][OH:44])[CH2:38][NH:39][CH2:40][CH2:41]2)[cH:32][cH:33][cH:34][cH:35][cH:36]1>>[c:31]1([C:37]2([CH2:42][CH2:43][OH:44])[CH2:38][N:39]([C:56]([c:55]3[c:54]([O:53][CH3:52])[cH:62][cH:61][c:60](-[n:63]4[n:64][n:65][n:66][cH:67]4)[cH:59]3)=[O:57])[CH2:40][CH2:41]2)[cH:32][cH:33][cH:34][cH:35][cH:36]1. Yields the product CC(C)(NC(=O)Cn1nc(-c2ccc(Cl)cc2)n(CC(=O)C(F)(F)F)c1=O)c1cccc(C(F)(F)F)c1. Reaction SMILES: [CH3:41][CH2:42][O:43][C:44](=[O:45])[CH3:46].[Cl:1][c:2]1[cH:3][cH:4][c:5](-[c:8]2[n:9][n:10]([CH2:21][C:22](=[O:23])[NH:24][C:25]([CH3:26])([c:27]3[cH:28][c:29]([C:33]([F:34])([F:35])[F:36])[cH:30][cH:31][cH:32]3)[CH3:37])[c:11](=[O:20])[n:12]2[CH2:13][CH:14]([C:15]([F:16])([F:17])[F:18])[OH:19])[cH:6][cH:7]1.[Cl:38][CH2:39][Cl:40]>>[Cl:1][c:2]1[cH:3][cH:4][c:5](-[c:8]2[n:9][n:10]([CH2:21][C:22](=[O:23])[NH:24][C:25]([CH3:26])([c:27]3[cH:28][c:29]([C:33]([F:34])([F:35])[F:36])[cH:30][cH:31][cH:32]3)[CH3:37])[c:11](=[O:20])[n:12]2[CH2:13][C:14]([C:15]([F:16])([F:17])[F:18])=[O:19])[cH:6][cH:7]1. Starting materials: CCOC(C)=O, CC(C)(NC(=O)Cn1nc(-c2ccc(Cl)cc2)n(CC(O)C(F)(F)F)c1=O)c1cccc(C(F)(F)F)c1, ClCCl. Reactants: [BH4-], CC(=O)Nc1ccc(-c2ccc(C(C)=O)o2)cc1, [Na+], C1COCCO1, O. Product: CC(=O)Nc1ccc(-c2ccc(C(C)O)o2)cc1. RXN SMILES: [BH4-:19].[C:1]([CH3:2])(=[O:3])[NH:4][c:5]1[cH:6][cH:7][c:8](-[c:11]2[cH:12][cH:13][c:14]([C:16](=[O:17])[CH3:18])[o:15]2)[cH:9][cH:10]1.[Na+:20].[O:21]1[CH2:22][CH2:23][O:24][CH2:25][CH2:26]1.[OH2:27]>>[C:1]([CH3:2])(=[O:3])[NH:4][c:5]1[cH:6][cH:7][c:8](-[c:11]2[cH:12][cH:13][c:14]([CH:16]([OH:17])[CH3:18])[o:15]2)[cH:9][cH:10]1. Starting materials: CC(C)(C)[Si](Cl)(c1ccccc1)c1ccccc1, CN(C)C=O, O, CC(C)(C)OC(=O)N1CC(O)C1, c1c[nH]cn1. Yields the product CC(C)(C)OC(=O)N1CC(O[Si](c2ccccc2)(c2ccccc2)C(C)(C)C)C1. Reaction SMILES: [C:18]([CH3:19])([CH3:20])([CH3:21])[Si:22]([c:23]1[cH:24][cH:25][cH:26][cH:27][cH:28]1)([c:29]1[cH:30][cH:31][cH:32][cH:33][cH:34]1)[Cl:35].[O:37]=[CH:38][N:39]([CH3:40])[CH3:41].[OH2:36].[OH:1][CH:2]1[CH2:3][N:4]([C:6](=[O:7])[O:8][C:9]([CH3:10])([CH3:11])[CH3:12])[CH2:5]1.[nH:13]1[cH:14][cH:15][n:16][cH:17]1>>[O:1]([CH:2]1[CH2:3][N:4]([C:6](=[O:7])[O:8][C:9]([CH3:10])([CH3:11])[CH3:12])[CH2:5]1)[Si:22]([C:18]([CH3:19])([CH3:20])[CH3:21])([c:23]1[cH:24][cH:25][cH:26][cH:27][cH:28]1)[c:29]1[cH:30][cH:31][cH:32][cH:33][cH:34]1. Starting materials: N1C=NC(=C1)CSCCN (2-(4-imidazolylmethylthio)ethylamine), C(C1=CC=CC=C1)(=O)N=C=S (benzoyl isothiocyanate). Run in C(Cl)(Cl)Cl (chloroform). The product is C(C1=CC=CC=C1)(=O)NC(=S)NCCSCC=1N=CNC1 (N-benzoyl-N'-(2-(4-imidazolylmethylthio)-ethyl)thiourea). Yield: 63.7%. RXN SMILES: [NH:1]1[CH:5]=[C:4]([CH2:6][S:7][CH2:8][CH2:9][NH2:10])[N:3]=[CH:2]1.[C:11]([N:19]=[C:20]=[S:21])(=[O:18])[C:12]1[CH:17]=[CH:16][CH:15]=[CH:14][CH:13]=1>C(Cl)(Cl)Cl>[C:11]([NH:19][C:20]([NH:10][CH2:9][CH2:8][S:7][CH2:6][C:4]1[N:3]=[CH:2][NH:1][CH:5]=1)=[S:21])(=[O:18])[C:12]1[CH:17]=[CH:16][CH:15]=[CH:14][CH:13]=1. Reported procedure: (i) A solution of 2-(4-imidazolylmethylthio)ethylamine (6.0 g) and benzoyl isothiocyanate (6.0 g) in chloroform (150 ml) was heated under reflux for one hour. Concentration followed by recrystallisation from ethyl acetate-isopropyl acetate afforded N-benzoyl-N'-(2-(4-imidazolylmethylthio)-ethyl)thiourea (7.5 g). An analytically pure sample (from aqueous isopropyl alcohol) had m.p. 126°-128°.